This data is from the Open Reaction Database (ORD), a public repository of structured organic reaction records. The task is: describe an organic reaction: reactants, conditions, products, and yield Starting materials: S1C=C(C=C1)C(CCCO)O (1-(3-Thienyl)-1,4-butanediol), O1C=C(C=C1)C=O (furan-3-carboxaldehyde). Run in O1CCCC1 (tetrahydrofuran). Yields the product O1C=C(C=C1)C(CCCO)O (1-(3-Furanyl)-1,4-butanediol). As a reaction SMILES: S1[CH:5]=[CH:4][C:3]([CH:6]([OH:11])[CH2:7][CH2:8][CH2:9][OH:10])=[CH:2]1.[O:12]1C=CC(C=O)=C1>O1CCCC1>[O:12]1[CH:5]=[CH:4][C:3]([CH:6]([OH:11])[CH2:7][CH2:8][CH2:9][OH:10])=[CH:2]1. Procedure: The Grignard reagent prepared in Example 26 step (a) (0.7M, 28 ml, 19.6 mmol) and furan-3-carboxaldehyde (1.92 g, 20 mmol) in anhydrous tetrahydrofuran (15 ml) were used to prepare the title compound, using the procedure described in Example 26 step (a). The product was a colourless oil (2.42 g, 79%). The reactants are C[O-], CO, COCOCCCOn1cnc2cnc(NC=O)nc21, [Na+]. Yields the product COCOCCCOn1cnc2cnc(N)nc21. RXN SMILES: [CH3:21][O-:22].[CH3:24][OH:25].[CH:1](=[O:2])[NH:3][c:4]1[n:5][cH:6][c:7]2[n:8][cH:9][n:10]([O:13][CH2:14][CH2:15][CH2:16][O:17][CH2:18][O:19][CH3:20])[c:11]2[n:12]1.[Na+:23]>>[NH2:3][c:4]1[n:5][cH:6][c:7]2[n:8][cH:9][n:10]([O:13][CH2:14][CH2:15][CH2:16][O:17][CH2:18][O:19][CH3:20])[c:11]2[n:12]1. Starting materials: CC(C)(C)C=1C=C(C=C(C1O)C(C)(C)C)C=C1C(N(CS1)CCOC(C)=O)=O (5-[[3,5-bis(1,1-dimethylethyl)-4-hydroxyphenyl]methylene]-3-[2-(acetyloxy)ethyl]-4-thiazolidinone), [OH-].[NH4+] (ammonium hydroxide). Solvent: C(C)#N (acetonitrile). Conditions: time 90 hour. Product: CC(C)(C)C=1C=C(C=C(C1O)C(C)(C)C)C=C1C(N(CS1)CCO)=O (5-[[3,5-bis(1,1-dimethylethyl) -4-hydroxyphenyl]methylene]-3-(2-hydroxyethyl)-4-thiazolidinone). Isolated yield 46.7%. Reaction SMILES: [CH3:1][C:2]([C:5]1[CH:6]=[C:7]([CH:16]=[C:17]2[S:21][CH2:20][N:19]([CH2:22][CH2:23][O:24]C(=O)C)[C:18]2=[O:28])[CH:8]=[C:9]([C:12]([CH3:15])([CH3:14])[CH3:13])[C:10]=1[OH:11])([CH3:4])[CH3:3].[OH-].[NH4+]>C(#N)C>[CH3:15][C:12]([C:9]1[CH:8]=[C:7]([CH:16]=[C:17]2[S:21][CH2:20][N:19]([CH2:22][CH2:23][OH:24])[C:18]2=[O:28])[CH:6]=[C:5]([C:2]([CH3:1])([CH3:3])[CH3:4])[C:10]=1[OH:11])([CH3:13])[CH3:14] |f:1.2|. Procedure details: A solution of 85.2 g of 5-[[3,5-bis(1,1-dimethylethyl) -4-hydroxyphenyl]methylene]-3-[2-(acetyloxy)ethyl]-4-thiazolidinone from Example 26 in 1.5 l of acetonitrile was treated with 1 liter of concentrated ammonium hydroxide. The reaction mixture was allowed to stand for approximately 90 hours at room temperature. The solution was concentrated in vacuo and 500 ml of ethyl acetate were added, with the pH adjusted to 3.0 with concentrated hydrochloric acid. The layers were separated and the aqueous...